Dataset: the Open Reaction Database (ORD), a public repository of structured organic reaction records. Task: describe an organic reaction: reactants, conditions, products, and yield Starting materials: B, O=C([O-])O, ClCCl, CC(C)C(=O)NCCON=Cc1cc(C(=O)NOCCO)c(Nc2ccc(I)cc2F)c(F)c1F, [Na+], O, O=C(O)C(Cl)Cl, c1ccncc1. Product: CC(C)C(=O)NCCONCc1cc(C(=O)NOCCO)c(Nc2ccc(I)cc2F)c(F)c1F. RXN SMILES: [BH3:48].[C:49](=[O:50])([OH:51])[O-:52].[CH2:54]([Cl:55])[Cl:56].[F:1][c:2]1[c:3]([NH:27][c:28]2[c:29]([F:35])[cH:30][c:31]([I:34])[cH:32][cH:33]2)[c:4]([C:5](=[O:6])[NH:7][O:8][CH2:9][CH2:10][OH:11])[cH:12][c:13]([CH:16]=[N:17][O:18][CH2:19][CH2:20][NH:21][C:22]([CH:23]([CH3:24])[CH3:25])=[O:26])[c:14]1[F:15].[Na+:53].[OH2:57].[OH:36][C:37]([CH:38]([Cl:39])[Cl:40])=[O:41].[n:42]1[cH:43][cH:44][cH:45][cH:46][cH:47]1>>[F:1][c:2]1[c:3]([NH:27][c:28]2[c:29]([F:35])[cH:30][c:31]([I:34])[cH:32][cH:33]2)[c:4]([C:5](=[O:6])[NH:7][O:8][CH2:9][CH2:10][OH:11])[cH:12][c:13]([CH2:16][NH:17][O:18][CH2:19][CH2:20][NH:21][C:22]([CH:23]([CH3:24])[CH3:25])=[O:26])[c:14]1[F:15]. The reactants are CCOC(=O)c1nc(C2CC2)ccc1Nc1cncnc1, C[Al](C)C, CO, ClCCl, C1COCCO1, O, Nc1ccn2cc(-c3ccccc3)nc2n1. Yields the product O=C(Nc1ccn2cc(-c3ccccc3)nc2n1)c1nc(C2CC2)ccc1Nc1cncnc1. RXN SMILES: [CH2:21]([O:23][C:24](=[O:22])[c:26]1[n:27][c:28]([CH:39]2[CH2:40][CH2:41]2)[cH:29][cH:30][c:31]1[NH:32][c:33]1[cH:34][n:35][cH:36][n:37][cH:38]1)[CH3:25].[CH3:1][Al:2]([CH3:3])[CH3:4].[CH3:52][OH:53].[Cl:49][CH2:50][Cl:51].[O:43]1[CH2:44][CH2:45][O:46][CH2:47][CH2:48]1.[OH2:42].[c:5]1(-[c:11]2[n:12][c:13]3[n:14]([cH:15][cH:16][c:17]([NH2:19])[n:18]3)[cH:20]2)[cH:6][cH:7][cH:8][cH:9][cH:10]1>>[c:5]1(-[c:11]2[n:12][c:13]3[n:14]([cH:15][cH:16][c:17]([NH:19][C:24](=[O:23])[c:26]4[n:27][c:28]([CH:39]5[CH2:40][CH2:41]5)[cH:29][cH:30][c:31]4[NH:32][c:33]4[cH:34][n:35][cH:36][n:37][cH:38]4)[n:18]3)[cH:20]2)[cH:6][cH:7][cH:8][cH:9][cH:10]1. Starting materials: C1CCOC1 (THF), B.N1=CC=CC=C1 (borane pyridine), ClC1=C(C=C2C=CNC2=C1)F (6-chloro-5-fluoro-indole), ClC1=C(C=C2CCNC2=C1)[N+](=O)[O-] (6-chloro-5-nitro-indoline). Yields the product ClC1=C(C=C2C=CNC2=C1)[N+](=O)[O-] (6-Chloro-5-nitro-indole). Reaction SMILES: C1COCC1.ClC1C=C2C(C=CN2)=CC=1F.[Cl:17][C:18]1[CH:26]=[C:25]2[C:21]([CH2:22][CH2:23][NH:24]2)=[CH:20][C:19]=1[N+:27]([O-:29])=[O:28].B.N1C=CC=CC=1>>[Cl:17][C:18]1[CH:26]=[C:25]2[C:21]([CH:22]=[CH:23][NH:24]2)=[CH:20][C:19]=1[N+:27]([O-:29])=[O:28] |f:3.4|. Reported procedure: This material was produced from 6-chloro-5-nitro-oxindole (1 eq) and BH3 /THF (6 mol eq.) utilizing a method analogous to that described for 6-chloro-5-fluoro-indole (Preparation 29) in 99% yield (contaminated with some 6-chloro-5-nitro-indoline) and used directly in the subsequent borane/pyridine reduction. The reactants are C(C)OC(=O)C1(CCC1)C(C=1SC=CC1)O (1-(1-Hydroxy-1-thiophen-2-yl-methyl)cyclobutanecarboxylic acid ethyl ester), CC#N (CH3CN), C[Si](C)(C)I (Trimethylsilyliodide), CC#N (CH3CN), CCOC(=O)C (EtOAc), [OH-].[Na+] (NaOH). Conditions: temperature 23 celsius, time 5 minute. Product: C(C)OC(=O)C1(C(CC1)C)C=1SC=CC1 (1-Thiophen-2-yl-methylcyclobutanecarboxylic acid ethyl ester). RXN SMILES: C[Si](I)(C)C.C(OC([C:11]1([CH:15](O)[C:16]2[S:17][CH:18]=[CH:19][CH:20]=2)[CH2:14][CH2:13][CH2:12]1)=O)C.[OH-:22].[Na+].C[CH2:25][O:26]C(C)=O.[CH3:30][C:31]#N>>[CH2:30]([O:22][C:25]([C:15]1([C:16]2[S:17][CH:18]=[CH:19][CH:20]=2)[CH2:11][CH2:14][CH:13]1[CH3:12])=[O:26])[CH3:31] |f:2.3|. Procedure details: Trimethylsilyliodide (20 g, 100 mmol) was added to CH3CN (10 mL) at 0° C. and the mixture was allowed to stir 5 min. A solution of alcohol 2 (5 g, 20 mmol) in CH3CN (10 mL) was added slowly while the temperature was kept between 4-10° C. and the reaction was allowed to warm to 23° C. After stirring for 2 h at 23° C. the reaction was judged complete via TLC analysis. The mixture was poured into 3N NaOH at 0° C. and EtOAc was added. The organic layer was separated, washed with brine, dried (Na2SO4... The reactants are CC(C)(C)C(=O)O, COCCl, [H-], [Na+], C1CCOC1, Cc1cc(O)c(C)c(C)c1O. Product: COCOc1c(C)cc(O)c(C)c1C. RXN SMILES: [C:3]([OH:4])(=[O:5])[C:6]([CH3:7])([CH3:8])[CH3:9].[CH3:21][O:22][CH2:23][Cl:24].[H-:1].[Na+:2].[O:25]1[CH2:26][CH2:27][CH2:28][CH2:29]1.[OH:10][c:11]1[c:12]([CH3:20])[c:13]([CH3:19])[c:14]([OH:18])[cH:15][c:16]1[CH3:17]>>[O:10]([c:11]1[c:12]([CH3:20])[c:13]([CH3:19])[c:14]([OH:18])[cH:15][c:16]1[CH3:17])[CH2:23][O:22][CH3:21]. Reactants: ClC(Cl)Cl, O=C1OC(=O)c2cc(Cl)c(Cl)cc21, CC(C)(C)OC(=O)NCc1ccc(Nc2ccc(C(F)(F)F)cc2N)cc1. The product is CC(C)(C)OC(=O)NCc1ccc(Nc2ccc(C(F)(F)F)cc2NC(=O)c2cc(Cl)c(Cl)cc2C(=O)O)cc1. Reaction SMILES: [CH:41]([Cl:42])([Cl:43])[Cl:44].[Cl:28][c:29]1[cH:30][c:31]2[c:32]([cH:38][c:39]1[Cl:40])[C:33](=[O:34])[O:35][C:36]2=[O:37].[NH2:1][c:2]1[c:3]([NH:12][c:13]2[cH:14][cH:15][c:16]([CH2:17][NH:18][C:19]([O:20][C:21]([CH3:22])([CH3:23])[CH3:24])=[O:25])[cH:26][cH:27]2)[cH:4][cH:5][c:6]([C:8]([F:9])([F:10])[F:11])[cH:7]1>>[NH:1]([c:2]1[c:3]([NH:12][c:13]2[cH:14][cH:15][c:16]([CH2:17][NH:18][C:19]([O:20][C:21]([CH3:22])([CH3:23])[CH3:24])=[O:25])[cH:26][cH:27]2)[cH:4][cH:5][c:6]([C:8]([F:9])([F:10])[F:11])[cH:7]1)[C:33]([c:32]1[c:31]([C:36](=[O:35])[OH:37])[cH:30][c:29]([Cl:28])[c:39]([Cl:40])[cH:38]1)=[O:34]. The reactants are NC1=C(C(=O)NCCCN2C=NC=C2)C=C(C=C1)Cl (2-amino-5-chloro-N-[3-(1H-imidazol-1-yl)propyl]benzamide), C(C)(OC)(OC)OC (trimethyl orthoacetate). Run in C(C)O (ethyl alcohol). Product: ClC=1C=C2C(N(C(=NC2=CC1)C)CCCN1C=NC=C1)=O (6-Chloro-3-[3-(1H-imidazol-1-yl)-propyl]-2-methyl-4-(3H)-quinazolinone). RXN SMILES: [NH2:1][C:2]1[CH:18]=[CH:17][C:16]([Cl:19])=[CH:15][C:3]=1[C:4]([NH:6][CH2:7][CH2:8][CH2:9][N:10]1[CH:14]=[CH:13][N:12]=[CH:11]1)=[O:5].[C:20](OC)(OC)(OC)[CH3:21]>C(O)C>[Cl:19][C:16]1[CH:15]=[C:3]2[C:2](=[CH:18][CH:17]=1)[N:1]=[C:20]([CH3:21])[N:6]([CH2:7][CH2:8][CH2:9][N:10]1[CH:14]=[CH:13][N:12]=[CH:11]1)[C:4]2=[O:5]. Procedure details: A mixture of 2.79 g of 2-amino-5-chloro-N-[3-(1H-imidazol-1-yl)propyl]benzamide, 5 ml of trimethyl orthoacetate and 10 ml of ethyl alcohol was heated at reflux for 24 hours. The resulting solution was concentrated and the residue was triturated with ether and gave a solid. The ether was decanted and the solid was dissolved in ethyl acetate and allowed to stand. The precipitate was collected and gave 650 mg of the desired product as tan crystals, mp 190°-192° C.